This data is from the Open Reaction Database (ORD), a public repository of structured organic reaction records. The task is: describe an organic reaction: reactants, conditions, products, and yield Starting materials: ClC1=C(C(=O)OC)C=C(C=C1)C1=NC=CC=C1 (methyl 2-chloro-5-(pyridin-2-yl)benzoate), [H-].[H-].[H-].[H-].[Li+].[Al+3] (LiAlH4), O (Water), [OH-].[Na+] (NaOH), O (water). Solvent: C1CCOC1 (THF), C1CCOC1 (THF). Run at temperature -10 celsius, time 20 minute. Yields the product ClC1=C(C=C(C=C1)C1=NC=CC=C1)CO ((2-chloro-5-(pyridin-2-yl)phenyl)methanol). Reaction SMILES: [H-].[H-].[H-].[H-].[Li+].[Al+3].[Cl:7][C:8]1[CH:17]=[CH:16][C:15]([C:18]2[CH:23]=[CH:22][CH:21]=[CH:20][N:19]=2)=[CH:14][C:9]=1[C:10](OC)=[O:11].O.[OH-].[Na+]>C1COCC1>[Cl:7][C:8]1[CH:17]=[CH:16][C:15]([C:18]2[CH:23]=[CH:22][CH:21]=[CH:20][N:19]=2)=[CH:14][C:9]=1[CH2:10][OH:11] |f:0.1.2.3.4.5,8.9|. Procedure details: A cooled (−10° C.) suspension of LiAlH4 (37 mg; 0.97 mmol) in anh. THF (1.5 ml) was treated with a solution of methyl 2-chloro-5-(pyridin-2-yl)benzoate (220 mg; 0.88 mmol) in anh. THF (1 ml). The mixture was further stirred at −10° C. for 20 min. Water (37 μl), 15% aq. NaOH (37 μl), and water (110 μl) were then successively added, and the resulting mixture was further stirred at rt for 1 h. Filtration, concentration to dryness under reduced pressure, and additional drying under HV afforded (2-ch... Reactants: compound, ClC=1C2=C(N=CN1)C=CC(=N2)Cl (4,6-dichloro-pyrido[3,2-d]pyrimidine), C(#N)C=1C(=NC=CC1)S (3-cyano-2-mercapto-pyridine), NC1=NN(C=C1)C (3-amino-1-methyl-1H-pyrazole). The product is C(#N)C=1C(=NC=CC1)SC=1C=CC=2N=CN=C(C2N1)NC1=NN(C=C1)C ([6-(3-Cyano-pyridin-2-ylsulfanyl)-pyrido[3,2-d]-pyrimidin-4-yl]-(1-methyl-1H-pyrazol-3-yl)-amine). RXN SMILES: [C:1]([C:3]1[C:4]([SH:9])=[N:5][CH:6]=[CH:7][CH:8]=1)#[N:2].[NH2:10][C:11]1[CH:15]=[CH:14][N:13]([CH3:16])[N:12]=1.Cl[C:18]1[C:19]2[N:27]=[C:26](Cl)[CH:25]=[CH:24][C:20]=2[N:21]=[CH:22][N:23]=1>>[C:1]([C:3]1[C:4]([S:9][C:26]2[CH:25]=[CH:24][C:20]3[N:21]=[CH:22][N:23]=[C:18]([NH:10][C:11]4[CH:15]=[CH:14][N:13]([CH3:16])[N:12]=4)[C:19]=3[N:27]=2)=[N:5][CH:6]=[CH:7][CH:8]=1)#[N:2]. Procedure details: The compound of Example 60 was manufactured by the same method as in Example 31, by a similar method thereto or by a combination of such a method with a conventional method using 3-cyano-2-mercapto-pyridine, 3-amino-1-methyl-1H-pyrazole and 4,6-dichloro-pyrido[3,2-d]pyrimidine. The reactants are C(C1=C(C=CC=C1)SSC1=C(C(=O)Cl)C=CC=C1)(=O)Cl (2,2'-dithiobisbenzoyl chloride), C(C)C1=C(N)C=CC=C1 (2-ethylaniline). Solvent: N1=CC=CC=C1 (pyridine), ClCCl (dichloromethane). The product is C(C)C1=C(C=CC=C1)NC(C1=C(C=CC=C1)SSC1=C(C(=O)NC2=C(C=CC=C2)CC)C=CC=C1)=O (2,2'-Dithiobis [N-(2-ethylphenyl)benzamide]). Isolated yield 33.6%. RXN SMILES: [C:1](Cl)(=[O:19])[C:2]1[CH:7]=[CH:6][CH:5]=[CH:4][C:3]=1[S:8][S:9][C:10]1[CH:18]=[CH:17][CH:16]=[CH:15][C:11]=1[C:12](Cl)=[O:13].[CH2:21]([C:23]1[CH:29]=[CH:28][CH:27]=[CH:26][C:24]=1[NH2:25])[CH3:22]>ClCCl.N1C=CC=CC=1>[CH2:21]([C:23]1[CH:29]=[CH:28][CH:27]=[CH:26][C:24]=1[NH:25][C:1](=[O:19])[C:2]1[CH:7]=[CH:6][CH:5]=[CH:4][C:3]=1[S:8][S:9][C:10]1[CH:18]=[CH:17][CH:16]=[CH:15][C:11]=1[C:12]([NH:25][C:24]1[CH:26]=[CH:27][CH:28]=[CH:29][C:23]=1[CH2:21][CH3:22])=[O:13])[CH3:22]. Procedure details: This compound was prepared according to the general method of Example 90 using 2,2'-dithiobisbenzoyl chloride (2.00 g, 5.83 mmol) in 50 mL of dichloromethane and 2-ethylaniline (1.40 g, 11.6 mmol) in 12 mL of pyridine. The crude product was recrystallized from acetonitrile-DMF to yield 1.0 g of the title compound, mp 255°-256° C. The reactants are O=CC=Cc1cc(Br)co1, CC(=O)O[BH-](OC(C)=O)OC(C)=O, CC#N, CC(=O)O, CC#N, Nc1ncnc2cc(CN3CCNCC3=O)ccc12, [Na+], O. Product: Nc1ncnc2cc(CN3CCN(CC=Cc4cc(Br)co4)CC3=O)ccc12. Reaction SMILES: [Br:23][c:24]1[cH:25][c:26]([CH:29]=[CH:30][CH:31]=[O:32])[o:27][cH:28]1.[C:33]([O:34][BH-:35]([O:36][C:37](=[O:38])[CH3:39])[O:40][C:41](=[O:42])[CH3:43])(=[O:44])[CH3:45].[C:47](#[N:48])[CH3:49].[C:51]([OH:52])(=[O:53])[CH3:54].[CH3:20][C:21]#[N:22].[NH2:1][c:2]1[n:3][cH:4][n:5][c:6]2[cH:7][c:8]([CH2:12][N:13]3[C:14](=[O:19])[CH2:15][NH:16][CH2:17][CH2:18]3)[cH:9][cH:10][c:11]12.[Na+:46].[OH2:50]>>[NH2:1][c:2]1[n:3][cH:4][n:5][c:6]2[cH:7][c:8]([CH2:12][N:13]3[C:14](=[O:19])[CH2:15][N:16]([CH2:31][CH:30]=[CH:29][c:26]4[cH:25][c:24]([Br:23])[cH:28][o:27]4)[CH2:17][CH2:18]3)[cH:9][cH:10][c:11]12. The reactants are CCOC(=O)C(OCC)c1c(F)cc(B2OC(C)(C)C(C)(C)O2)cc1F, COCCOC, Nc1ccc(Br)cn1, c1ccc(P(c2ccccc2)(c2ccccc2)[Pd](P(c2ccccc2)(c2ccccc2)c2ccccc2)(P(c2ccccc2)(c2ccccc2)c2ccccc2)P(c2ccccc2)(c2ccccc2)c2ccccc2)cc1. The product is CCOC(=O)C(OCC)c1c(F)cc(-c2ccc(N)nc2)cc1F. As a reaction SMILES: [CH2:1]([CH3:2])[O:3][C:4]([CH:5]([O:6][CH2:7][CH3:8])[c:9]1[c:10]([F:25])[cH:11][c:12]([B:16]2[O:17][C:18]([CH3:19])([CH3:20])[C:21]([CH3:22])([CH3:23])[O:24]2)[cH:13][c:14]1[F:15])=[O:26].[CH3:35][O:36][CH2:37][CH2:38][O:39][CH3:40].[NH2:27][c:28]1[n:29][cH:30][c:31]([Br:34])[cH:32][cH:33]1.[cH:41]1[cH:42][cH:43][c:44]([P:45]([Pd:46]([P:47]([c:48]2[cH:49][cH:50][cH:51][cH:52][cH:53]2)([c:54]2[cH:55][cH:56][cH:57][cH:58][cH:59]2)[c:60]2[cH:61][cH:62][cH:63][cH:64][cH:65]2)([P:66]([c:67]2[cH:68][cH:69][cH:70][cH:71][cH:72]2)([c:73]2[cH:74][cH:75][cH:76][cH:77][cH:78]2)[c:79]2[cH:80][cH:81][cH:82][cH:83][cH:84]2)[P:85]([c:86]2[cH:87][cH:88][cH:89][cH:90][cH:91]2)([c:92]2[cH:93][cH:94][cH:95][cH:96][cH:97]2)[c:98]2[cH:99][cH:100][cH:101][cH:102][cH:103]2)([c:104]2[cH:105][cH:106][cH:107][cH:108][cH:109]2)[c:110]2[cH:111][cH:112][cH:113][cH:114][cH:115]2)[cH:116][cH:117]1>>[CH2:1]([CH3:2])[O:3][C:4]([CH:5]([O:6][CH2:7][CH3:8])[c:9]1[c:10]([F:25])[cH:11][c:12](-[c:31]2[cH:30][n:29][c:28]([NH2:27])[cH:33][cH:32]2)[cH:13][c:14]1[F:15])=[O:26]. Reactants: BrCC1=CC(=NO1)OC (5-Bromomethyl-3-methoxy-isoxazole), CS(=O)(=O)C1=NOC(C1)(C)C (3-Methanesulfonyl-5,5-dimethyl-4,5-dihydroisoxazole), C([O-])([O-])=O.[K+].[K+] (potassium carbonate), NC(=S)N (thiourea). Run in C(C)O (ethanol). The product is CC1(CC(=NO1)SCC1=CC(=NO1)OC)C (5-(5,5-dimethyl-4,5-dihydroisoxazol-3-ylsulfanylmethyl)-3-methoxy-isoxazole). Isolated yield 44.8%. As a reaction SMILES: Br[CH2:2][C:3]1[O:7][N:6]=[C:5]([O:8][CH3:9])[CH:4]=1.NC(N)=S.C[S:15]([C:18]1[CH2:22][C:21]([CH3:24])([CH3:23])[O:20][N:19]=1)(=O)=O.C(=O)([O-])[O-].[K+].[K+]>C(O)C>[CH3:23][C:21]1([CH3:24])[O:20][N:19]=[C:18]([S:15][CH2:2][C:3]2[O:7][N:6]=[C:5]([O:8][CH3:9])[CH:4]=2)[CH2:22]1 |f:3.4.5|. Reported procedure: 5-Bromomethyl-3-methoxy-isoxazole (1.22 g, 6.35 mmol) was dissolved in ethanol (30 ml) and thiourea (484 mg, 6.4 mmol) was added. The mixture was stirred at room temperature until the solids were dissolved. 3-Methanesulfonyl-5,5-dimethyl-4,5-dihydroisoxazole (1.08 g, 6.4 mmol) and potassium carbonate (880 mg, 6.4 mmol) were added and the mixture was heated under reflux for 1 hour. The solids were removed by filtration and the filtrate was concentrated. The crude product was purified by chromatog... Reactants: O=c1ccccn1C(=S)n1ccccc1=O, CSc1cnc(N)cn1, ClCCl. Yields the product CSc1cnc(N=C=S)cn1. Reaction SMILES: [C:1](=[S:2])([n:3]1[cH:4][cH:5][cH:6][cH:7][c:8]1=[O:9])[n:10]1[cH:11][cH:12][cH:13][cH:14][c:15]1=[O:16].[CH3:17][S:18][c:19]1[n:20][cH:21][c:22]([NH2:25])[n:23][cH:24]1.[Cl:26][CH2:27][Cl:28]>>[C:1](=[S:2])=[N:25][c:22]1[cH:21][n:20][c:19]([S:18][CH3:17])[cH:24][n:23]1. Starting materials: [NH4+].[OH-] (NH4OH), S(=O)(=O)([O-])OOS(=O)(=O)[O-].[K+].[K+] (Potassium persulfate), FC1=C(C=CC=C1)C=1N=CN(C1C1=NC(=NC=C1)SC)C1CCN(CC1)C (4-(fluorophenyl)-1-(methyl-4-piperidinyl)-5-(2-methylthio-4-pyrimidinyl)imidazole). Run in O (water), CC(=O)O (AcOH). Reaction conditions: time 72 hour. The product is FC1=C(C=CC=C1)C=1N=CN(C1C1=NC(=NC=C1)S(=O)C)C1CCN(CC1)C (4-(Fluorophenyl)-1-(methyl-4-piperidinyl)-5-(2-methysulfinyl-4-pyrimidinyl)imidazole). Reaction SMILES: S(OOS([O-])(=O)=O)([O-])(=O)=[O:2].[K+].[K+].[F:13][C:14]1[CH:19]=[CH:18][CH:17]=[CH:16][C:15]=1[C:20]1[N:21]=[CH:22][N:23]([CH:33]2[CH2:38][CH2:37][N:36]([CH3:39])[CH2:35][CH2:34]2)[C:24]=1[C:25]1[CH:30]=[CH:29][N:28]=[C:27]([S:31][CH3:32])[N:26]=1.[NH4+].[OH-]>O.CC(O)=O>[F:13][C:14]1[CH:19]=[CH:18][CH:17]=[CH:16][C:15]=1[C:20]1[N:21]=[CH:22][N:23]([CH:33]2[CH2:38][CH2:37][N:36]([CH3:39])[CH2:35][CH2:34]2)[C:24]=1[C:25]1[CH:30]=[CH:29][N:28]=[C:27]([S:31]([CH3:32])=[O:2])[N:26]=1 |f:0.1.2,4.5|. Procedure details: Potassium persulfate (3.2 g, 7.0 mmol) in water (75 mL) was added to a solution of 4-(fluorophenyl)-1-(methyl-4-piperidinyl)-5-(2-methylthio-4-pyrimidinyl)imidazole (2.7 g, 7.0 mmol) in glacial AcOH (150 mL). After stirring at ambient temperature for 72 h, the reaction mixture was neutralized by the portion-wise addition of concentrated aqueous NH4OH and extracted with CH2Cl2. The organic extract was washed with brine, dried (MgSO4) and concentrated. The residue was triturated with ethyl ether t... Reactants: FC1=NC=CC=C1[N+](=O)[O-] (2-fluor-3-nitropyridine), O1CCC(CC1)O (tetrahydro-pyran-4-ol). Product: [N+](=O)([O-])C=1C(=NC=CC1)OC1CCOCC1 (3-Nitro-2-(tetrahydro-pyran-4-yloxy)-pyridine). RXN SMILES: F[C:2]1[C:7]([N+:8]([O-:10])=[O:9])=[CH:6][CH:5]=[CH:4][N:3]=1.[O:11]1[CH2:16][CH2:15][CH:14]([OH:17])[CH2:13][CH2:12]1>>[N+:8]([C:7]1[C:2]([O:17][CH:14]2[CH2:15][CH2:16][O:11][CH2:12][CH2:13]2)=[N:3][CH:4]=[CH:5][CH:6]=1)([O-:10])=[O:9]. Procedure details: Prepared analogously to I.1 from 2-fluor-3-nitropyridine and tetrahydro-pyran-4-ol.